Dataset: the Open Reaction Database (ORD), a public repository of structured organic reaction records. Task: describe an organic reaction: reactants, conditions, products, and yield Reactants: O(C1=CC=CC=C1)C1=CC=C(C=C1)C(C=CC1=CC=CC=C1)=O (1-(4-phenoxyphenyl)-3-phenylprop-2-en-1-one), C(CC(=O)OCC)(=O)OCC (diethyl malonate). Product: O=C(CC(C1=CC=CC=C1)C(C(=O)OCC)C(=O)OCC)C1=CC=C(C=C1)OC1=CC=CC=C1 (diethyl 2-[3-oxo-3-(4-phenoxyphenyl)-1-phenylpropyl]malonate). Reaction SMILES: [O:1]([C:8]1[CH:13]=[CH:12][C:11]([C:14](=[O:23])[CH:15]=[CH:16][C:17]2[CH:22]=[CH:21][CH:20]=[CH:19][CH:18]=2)=[CH:10][CH:9]=1)[C:2]1[CH:7]=[CH:6][CH:5]=[CH:4][CH:3]=1.[C:24]([O:32][CH2:33][CH3:34])(=[O:31])[CH2:25][C:26]([O:28][CH2:29][CH3:30])=[O:27]>>[O:23]=[C:14]([C:11]1[CH:12]=[CH:13][C:8]([O:1][C:2]2[CH:3]=[CH:4][CH:5]=[CH:6][CH:7]=2)=[CH:9][CH:10]=1)[CH2:15][CH:16]([CH:25]([C:26]([O:28][CH2:29][CH3:30])=[O:27])[C:24]([O:32][CH2:33][CH3:34])=[O:31])[C:17]1[CH:18]=[CH:19][CH:20]=[CH:21][CH:22]=1. Procedure: By a procedure similar to that of example 1.59.2, starting from 1-(4-phenoxyphenyl)-3-phenylprop-2-en-1-one and diethyl malonate, diethyl 2-[3-oxo-3-(4-phenoxyphenyl)-1-phenylpropyl]malonate was obtained as colourless solid. Reactants: [H-].[Na+] (sodium hydride), ClC1=CC(=C(C=C1OC(C)C)NC(N\C(=C/C(=O)OCC)\C)=O)F (ethyl 3-[3-(4-chloro-2-fluoro-5-isopropoxyphenyl)ureido]-crotonate), S(=O)(=O)(OC)OC (dimethYl sulphate). Run in C(C)(C)O.CN(C=O)C (isopropanol dimethylformamide), CN(C=O)C (dimethylformamide). Run at time 1 hour. Yields the product ClC1=CC(=C(C=C1OC(C)C)N1C(N(C(=CC1=O)C)C)=O)F (3-(4-chloro-2-fluoro-5-isopropoxyphenyl)-1,6 -dimethyl-2,4(1H,3H)-pyrimidinedione). Reaction SMILES: [Cl:1][C:2]1[C:7]([O:8][CH:9]([CH3:11])[CH3:10])=[CH:6][C:5]([NH:12][C:13](=[O:23])[NH:14]/[C:15](/[CH3:22])=[CH:16]\[C:17]([O:19]CC)=O)=[C:4]([F:24])[CH:3]=1.[H-].[Na+].S(OC)(O[CH3:31])(=O)=O>CN(C)C=O.C(O)(C)C.CN(C)C=O>[Cl:1][C:2]1[C:7]([O:8][CH:9]([CH3:10])[CH3:11])=[CH:6][C:5]([N:12]2[C:17](=[O:19])[CH:16]=[C:15]([CH3:22])[N:14]([CH3:31])[C:13]2=[O:23])=[C:4]([F:24])[CH:3]=1 |f:1.2,5.6|. Procedure: A solution of 9.00 g of ethyl 3-[3-(4-chloro-2-fluoro-5-isopropoxyphenyl)ureido]-crotonate in 100 ml of anhydrous dimethylformamide is added dropwise at room temperature while stirring to a solution of 1.10 g of a 55% sodium hydride dispersion in 100 ml of isopropanol/dimethylformamide (1:1) and stirred for 1 hour. The reaction mixture is subsequently treated with 4.70 g of dimethYl sulphate and stirred at room temperature for 2 hours. The solvent is largely distilled off under reduced pressure ... Starting materials: CC(=O)Oc1cc2c([N+](=O)[O-])cccc2cn1, C1COCCO1, [H][H]. Yields the product CC(=O)Oc1cc2c(N)cccc2cn1. Reaction SMILES: [C:1]([CH3:2])(=[O:3])[O:4][c:5]1[n:6][cH:7][c:8]2[cH:9][cH:10][cH:11][c:12]([N+:15]([O-:16])=[O:17])[c:13]2[cH:14]1.[CH2:20]1[O:21][CH2:22][CH2:23][O:24][CH2:25]1.[H:18][H:19]>>[C:1]([CH3:2])(=[O:3])[O:4][c:5]1[n:6][cH:7][c:8]2[cH:9][cH:10][cH:11][c:12]([NH2:15])[c:13]2[cH:14]1. Reactants: ClCCl, CN(C)C=O, Fc1ccc(C(CCCBr)c2ccc(F)cc2)cc1, [I-], [K+], C1CNCCNC1. Product: Fc1ccc(C(CCCN2CCCNCC2)c2ccc(F)cc2)cc1. As a reaction SMILES: [CH2:34]([Cl:35])[Cl:36].[CH3:29][N:30]([CH3:31])[CH:32]=[O:33].[F:8][c:9]1[cH:10][cH:11][c:12]([CH:15]([CH2:16][CH2:17][CH2:18][Br:19])[c:20]2[cH:21][cH:22][c:23]([F:26])[cH:24][cH:25]2)[cH:13][cH:14]1.[I-:28].[K+:27].[NH:1]1[CH2:2][CH2:3][NH:4][CH2:5][CH2:6][CH2:7]1>>[N:1]1([CH2:18][CH2:17][CH2:16][CH:15]([c:12]2[cH:11][cH:10][c:9]([F:8])[cH:14][cH:13]2)[c:20]2[cH:21][cH:22][c:23]([F:26])[cH:24][cH:25]2)[CH2:2][CH2:3][NH:4][CH2:5][CH2:6][CH2:7]1. Starting materials: FC=1C=C(C=CC1C1=NN(C=N1)COCC[Si](C)(C)C)C=1C=NN2C1N=C(C=C2)N2C(OCC2C2=C(C=CC=C2)N2CCN(CC2)C(=O)OC(C)(C)C)=O (tert-butyl 4-(2-(3-(3-(3-fluoro-4-(1-((2-(trimethylsilyl)ethoxy)methyl)-1H-1,2,4-triazol-3-yl)phenyl)pyrazolo[1,5-a]pyrimidin-5-yl)-2-oxooxazolidin-4-yl)phenyl)piperazine-1-carboxylate), FC=1C=C(C=CC1C1=NC=NN1COCC[Si](C)(C)C)C=1C=NN2C1N=C(C=C2)N2C(OCC2C2=C(C=CC=C2)N2CCN(CC2)C(=O)OC(C)(C)C)=O (tert-butyl 4-(2-(3-(3-(3-fluoro-4-(1-((2-(trimethylsilyl)ethoxy)methyl)-1H-1,2,4-triazol-5-yl)phenyl)pyrazolo[1,5-a]pyrimidin-5-yl)-2-oxooxazolidin-4-yl)phenyl)piperazine-1-carboxylate). Product: FC=1C=C(C=CC1C1=NNC=N1)C=1C=NN2C1N=C(C=C2)N2C(OCC2C2=C(C=CC=C2)N2CCNCC2)=O (3-(3-(3-fluoro-4-(1H-1,2,4-triazol-3-yl)phenyl)pyrazolo[1,5-a]pyrimidin-5-yl)-4-(2-(piperazin-1-yl)phenyl)oxazolidin-2-one). Yield: 43.0%. RXN SMILES: [F:1][C:2]1[CH:3]=[C:4]([C:21]2[CH:22]=[N:23][N:24]3[CH:29]=[CH:28][C:27]([N:30]4[CH:34]([C:35]5[CH:40]=[CH:39][CH:38]=[CH:37][C:36]=5[N:41]5[CH2:46][CH2:45][N:44](C(OC(C)(C)C)=O)[CH2:43][CH2:42]5)[CH2:33][O:32][C:31]4=[O:54])=[N:26][C:25]=23)[CH:5]=[CH:6][C:7]=1[C:8]1[N:12]=[CH:11][N:10](COCC[Si](C)(C)C)[N:9]=1.FC1C=C(C2C=NN3C=CC(N4C(C5C=CC=CC=5N5CCN(C(OC(C)(C)C)=O)CC5)COC4=O)=NC=23)C=CC=1C1N(COCC[Si](C)(C)C)N=CN=1>>[F:1][C:2]1[CH:3]=[C:4]([C:21]2[CH:22]=[N:23][N:24]3[CH:29]=[CH:28][C:27]([N:30]4[CH:34]([C:35]5[CH:40]=[CH:39][CH:38]=[CH:37][C:36]=5[N:41]5[CH2:42][CH2:43][NH:44][CH2:45][CH2:46]5)[CH2:33][O:32][C:31]4=[O:54])=[N:26][C:25]=23)[CH:5]=[CH:6][C:7]=1[C:8]1[N:12]=[CH:11][NH:10][N:9]=1. Procedure details: 3-(3-(3-fluoro-4-(1H-1,2,4-triazol-3-yl)phenyl)pyrazolo[1,5-a]pyrimidin-5-yl)-4-(2-(piperazin-1-yl)phenyl)oxazolidin-2-one (36 mg, 43%) was prepared by the procedure described in Example 1, Step 9, using a mixture of tert-butyl 4-(2-(3-(3-(3-fluoro-4-(1-((2-(trimethylsilyl)ethoxy)methyl)-1H-1,2,4-triazol-3-yl)phenyl)pyrazolo[1,5-a]pyrimidin-5-yl)-2-oxooxazolidin-4-yl)phenyl)piperazine-1-carboxylate and tert-butyl 4-(2-(3-(3-(3-fluoro-4-(1-((2-(trimethylsilyl)ethoxy)methyl)-1H-1,2,4-triazol-5-yl)... Reactants: CC(=O)[O-], CC(=O)[O-], C1CCOC1, CC(C)(C)[O-], COc1cc(-c2cn(C3CCc4ccccc4N(CC(F)(F)F)C3=O)nn2)ccc1I, [K+], CN(C)C=O, [Pd+2], c1ccc(P(c2ccccc2)c2ccc3ccccc3c2-c2c(P(c3ccccc3)c3ccccc3)ccc3ccccc23)cc1, Nc1nccs1. The product is COc1cc(-c2cn(C3CCc4ccccc4N(CC(F)(F)F)C3=O)nn2)ccc1Nc1nccs1. Reaction SMILES: [C:100]([O-:101])(=[O:102])[CH3:103].[C:105]([O-:106])(=[O:107])[CH3:108].[CH2:44]1[O:45][CH2:46][CH2:47][CH2:48]1.[CH3:38][C:39]([CH3:40])([O-:41])[CH3:42].[I:7][c:8]1[c:9]([O:36][CH3:37])[cH:10][c:11](-[c:14]2[n:15][n:16][n:17]([CH:19]3[C:20](=[O:35])[N:21]([CH2:30][C:31]([F:32])([F:33])[F:34])[c:22]4[c:23]([cH:26][cH:27][cH:28][cH:29]4)[CH2:24][CH2:25]3)[cH:18]2)[cH:12][cH:13]1.[K+:43].[O:95]=[CH:96][N:97]([CH3:98])[CH3:99].[Pd+2:104].[cH:49]1[cH:50][cH:51][c:52]([P:53]([c:54]2[cH:55][cH:56][c:57]3[c:58]([cH:59][cH:60][cH:61][cH:62]3)[c:63]2-[c:64]2[c:65]3[c:66]([cH:67][cH:68][cH:69][cH:70]3)[cH:71][cH:72][c:73]2[P:74]([c:75]2[cH:76][cH:77][cH:78][cH:79][cH:80]2)[c:81]2[cH:82][cH:83][cH:84][cH:85][cH:86]2)[c:87]2[cH:88][cH:89][cH:90][cH:91][cH:92]2)[cH:93][cH:94]1.[s:1]1[c:2]([NH2:6])[n:3][cH:4][cH:5]1>>[s:1]1[c:2]([NH:6][c:8]2[c:9]([O:36][CH3:37])[cH:10][c:11](-[c:14]3[n:15][n:16][n:17]([CH:19]4[C:20](=[O:35])[N:21]([CH2:30][C:31]([F:32])([F:33])[F:34])[c:22]5[c:23]([cH:26][cH:27][cH:28][cH:29]5)[CH2:24][CH2:25]4)[cH:18]3)[cH:12][cH:13]2)[n:3][cH:4][cH:5]1. As a reaction SMILES: [Cl:1][C:2]1[CH:3]=[C:4]([N:14]([CH2:22][C:23]2[CH:28]=[CH:27][C:26]([O:29][CH3:30])=[CH:25][CH:24]=2)[C:15]2[CH:20]=[CH:19][C:18]([CH3:21])=[CH:17][N:16]=2)[C:5]2[N:6]([C:8]([C:11]([OH:13])=O)=[CH:9][N:10]=2)[N:7]=1.Cl.CN(C)CCCN=C=NCC.ON1C2C=CC=CC=2N=N1.[N:53]1[CH:58]=[CH:57][C:56]([NH2:59])=[CH:55][CH:54]=1>C(#N)C>[Cl:1][C:2]1[CH:3]=[C:4]([N:14]([CH2:22][C:23]2[CH:28]=[CH:27][C:26]([O:29][CH3:30])=[CH:25][CH:24]=2)[C:15]2[CH:20]=[CH:19][C:18]([CH3:21])=[CH:17][N:16]=2)[C:5]2[N:6]([C:8]([C:11]([NH:59][C:56]3[CH:57]=[CH:58][N:53]=[CH:54][CH:55]=3)=[O:13])=[CH:9][N:10]=2)[N:7]=1 |f:1.2|. Procedure: A solution of 6-chloro-8-((4-methoxybenzyl)(5-methylpyridin-2-yl)amino)imidazo[1,2-b]pyridazine-3-carboxylic acid (0.07 g, 0.165 mmol), 1-(3-(dimethylamino)propyl)-3-ethylcarbodiimide hydrochloride (0.047 g, 0.248 mmol), 1-hydroxybenzotriazole (0.033 g, 0.248 mmol), TEA (0.069 mL, 0.495 mmol) and pyridin-4-amine (0.023 g, 0.248 mmol) in acetonitrile (2 mL) was heated to 80° C. for 16 hours. The solution was quenched with EA/water. The organic layer was washed with sat NaHCO3 and sat NaCl. The or... Isolated yield 38.8%. The reactants are ClC=1C=C(C=2N(N1)C(=CN2)C(=O)O)N(C2=NC=C(C=C2)C)CC2=CC=C(C=C2)OC (6-chloro-8-((4-methoxybenzyl)(5-methylpyridin-2-yl)amino)imidazo[1,2-b]pyridazine-3-carboxylic acid), Cl.CN(CCCN=C=NCC)C (1-(3-(dimethylamino)propyl)-3-ethylcarbodiimide hydrochloride), ON1N=NC2=C1C=CC=C2 (1-hydroxybenzotriazole), TEA, N1=CC=C(C=C1)N (pyridin-4-amine). The solvent is C(C)#N (acetonitrile). The product is ClC=1C=C(C=2N(N1)C(=CN2)C(=O)NC2=CC=NC=C2)N(C2=NC=C(C=C2)C)CC2=CC=C(C=C2)OC (6-chloro-8-((4-methoxybenzyl)(5-methylpyridin-2-yl)amino)-N-(pyridin-4-yl)imidazo[1,2-b]pyridazine-3-carboxamide).